From a dataset of the Open Reaction Database (ORD), a public repository of structured organic reaction records. describe an organic reaction: reactants, conditions, products, and yield The reactants are C1CCOC1, NC1CC1, CC(C)[Mg+], [Cl-], Cl, O, COC(=O)c1ccc(C)c(-n2ccnc(NC3(c4ccccc4O)CC3)c2=O)c1. Product: Cc1ccc(C(=O)NC2CC2)cc1-n1ccnc(NC2(c3ccccc3O)CC2)c1=O. Reaction SMILES: [CH2:40]1[O:41][CH2:42][CH2:43][CH2:44]1.[CH:1]1([NH2:4])[CH2:2][CH2:3]1.[CH:35]([Mg+:36])([CH3:37])[CH3:38].[Cl-:34].[ClH:39].[OH2:45].[OH:5][c:6]1[c:7]([C:12]2([NH:15][c:16]3[c:17](=[O:33])[n:18](-[c:22]4[cH:23][c:24]([C:25](=[O:26])[O:27][CH3:28])[cH:29][cH:30][c:31]4[CH3:32])[cH:19][cH:20][n:21]3)[CH2:13][CH2:14]2)[cH:8][cH:9][cH:10][cH:11]1>>[CH:1]1([NH:4][C:25]([c:24]2[cH:23][c:22](-[n:18]3[c:17](=[O:33])[c:16]([NH:15][C:12]4([c:7]5[c:6]([OH:5])[cH:11][cH:10][cH:9][cH:8]5)[CH2:13][CH2:14]4)[n:21][cH:20][cH:19]3)[c:31]([CH3:32])[cH:30][cH:29]2)=[O:26])[CH2:2][CH2:3]1. The reactants are C1CCOC1, Clc1ccc2c(N3CCNCC3)ccnc2c1, O=C=Nc1ccc(F)cc1. Yields the product O=C(Nc1ccc(F)cc1)N1CCN(c2ccnc3cc(Cl)ccc23)CC1. As a reaction SMILES: [CH2:28]1[O:29][CH2:30][CH2:31][CH2:32]1.[Cl:1][c:2]1[cH:3][cH:4][c:5]2[c:6]([N:12]3[CH2:13][CH2:14][NH:15][CH2:16][CH2:17]3)[cH:7][cH:8][n:9][c:10]2[cH:11]1.[F:18][c:19]1[cH:20][cH:21][c:22]([N:25]=[C:26]=[O:27])[cH:23][cH:24]1>>[Cl:1][c:2]1[cH:3][cH:4][c:5]2[c:6]([N:12]3[CH2:13][CH2:14][N:15]([C:26]([NH:25][c:22]4[cH:21][cH:20][c:19]([F:18])[cH:24][cH:23]4)=[O:27])[CH2:16][CH2:17]3)[cH:7][cH:8][n:9][c:10]2[cH:11]1. Reactants: C(#N)C1=CC(=C(C=C1)NC=1C=C2C(=CNC2=CC1)C1=CCN(CC1)C(=O)OC(C)(C)C)[N+](=O)[O-] (5-(4-Cyano-2-nitrophenyl)amino-3-(N-t-butoxycarbonyl-1,2,5,6-tetrahydropyrid-4-yl)-1H-indole), C(C)OC=C(C#N)C#N (ethoxymethylene malononitrile), C(C)(=O)OCC (ethyl acetate). Reaction SMILES: [C:1]([C:3]1[CH:8]=[CH:7][C:6]([NH:9][C:10]2[CH:11]=[C:12]3[C:16](=[CH:17][CH:18]=2)[NH:15][CH:14]=[C:13]3[C:19]2[CH2:24][CH2:23][N:22]([C:25]([O:27][C:28]([CH3:31])([CH3:30])[CH3:29])=[O:26])[CH2:21][CH:20]=2)=[C:5]([N+:32]([O-])=O)[CH:4]=1)#[N:2].[CH2:35](OC=C(C#N)C#N)C.C(OCC)(=O)C>C(Cl)Cl>[C:1]([C:3]1[CH:8]=[CH:7][C:6]2[N:9]([C:10]3[CH:11]=[C:12]4[C:16](=[CH:17][CH:18]=3)[NH:15][CH:14]=[C:13]4[CH:19]3[CH2:24][CH2:23][N:22]([C:25]([O:27][C:28]([CH3:31])([CH3:30])[CH3:29])=[O:26])[CH2:21][CH2:20]3)[CH:35]=[N:32][C:5]=2[CH:4]=1)#[N:2]. Yield: 10.0%. Solvent: C(Cl)Cl (methylene chloride). Product: C(#N)C1=CC2=C(N(C=N2)C=2C=C3C(=CNC3=CC2)C2CCN(CC2)C(=O)OC(C)(C)C)C=C1 (5-Cyano-1-[3-(N-t-butoxycarbonylpiperid-4-yl)indol-5-yl]-1H-benzimidazole). Procedure details: 5-(4-Cyano-2-nitrophenyl)amino-3-(N-t-butoxycarbonyl-1,2,5,6-tetrahydropyrid-4-yl)-1H-indole was used. Reduction was by catalytic hydrogenation, the cyclization reaction used ethoxymethylene malononitrile, and the cyclization reaction was heated for 48 hours. Chromatography using 10% ethyl acetate in methylene chloride afforded the title compound (10%) as a brown foam: Rf =0.2 in 10% ethyl acetate in methylene chloride; HRMS calculated for C26H27N5O2 441.2167, found 441.2169. The reactants are CC1(OS(C)(=O)=O)CC(SC(c2ccccc2)(c2ccccc2)c2ccccc2)CN1C(=O)OCc1ccc([N+](=O)[O-])cc1, CN1CCNCC1, CN(C)C=O. The product is CN1CCN(C2CC(SC(c3ccccc3)(c3ccccc3)c3ccccc3)CN2C(=O)OCc2ccc([N+](=O)[O-])cc2)CC1. Reaction SMILES: [CH3:1][S:2]([O:3][C:6]1([CH3:4])[N:7]([C:31](=[O:32])[O:33][CH2:34][c:35]2[cH:36][cH:37][c:38]([N+:41](=[O:42])[O-:43])[cH:39][cH:40]2)[CH2:8][CH:9]([S:11][C:12]([c:13]2[cH:14][cH:15][cH:16][cH:17][cH:18]2)([c:19]2[cH:20][cH:21][cH:22][cH:23][cH:24]2)[c:25]2[cH:26][cH:27][cH:28][cH:29][cH:30]2)[CH2:10]1)(=[O:5])=[O:44].[CH3:45][N:46]1[CH2:47][CH2:48][NH:49][CH2:50][CH2:51]1.[CH3:52][N:53]([CH3:54])[CH:55]=[O:56]>>[CH:6]1([N:49]2[CH2:48][CH2:47][N:46]([CH3:45])[CH2:51][CH2:50]2)[N:7]([C:31](=[O:32])[O:33][CH2:34][c:35]2[cH:36][cH:37][c:38]([N+:41](=[O:42])[O-:43])[cH:39][cH:40]2)[CH2:8][CH:9]([S:11][C:12]([c:13]2[cH:14][cH:15][cH:16][cH:17][cH:18]2)([c:19]2[cH:20][cH:21][cH:22][cH:23][cH:24]2)[c:25]2[cH:26][cH:27][cH:28][cH:29][cH:30]2)[CH2:10]1.